Task: describe an organic reaction: reactants, conditions, products, and yield. Dataset: the Open Reaction Database (ORD), a public repository of structured organic reaction records The reactants are [N+](=O)([O-])C1=C(C=O)C(=CC=C1)[N+](=O)[O-] (2,6-dinitrobenzaldehyde), [BH4-].[Na+] (sodium borohydride), resultant mixture. Run in CO (methanol). Reaction conditions: time 1 hour. Yields the product [N+](=O)([O-])C1=C(CO)C(=CC=C1)[N+](=O)[O-] (2,6-dinitrobenzyl alcohol). The yield is 75.7%. Reaction SMILES: [N+:1]([C:4]1[CH:11]=[CH:10][CH:9]=[C:8]([N+:12]([O-:14])=[O:13])[C:5]=1[CH:6]=[O:7])([O-:3])=[O:2].[BH4-].[Na+]>CO>[N+:1]([C:4]1[CH:11]=[CH:10][CH:9]=[C:8]([N+:12]([O-:14])=[O:13])[C:5]=1[CH2:6][OH:7])([O-:3])=[O:2] |f:1.2|. Procedure: To a suspension of 2,6-dinitrobenzaldehyde (19.6 g, 0.1 mole) in methanol (200 ml), sodium borohydride (5.8 g) was added in a small portion at 15°-25° C. The resultant mixture was stirred at room temperature for 1 hour and then concentrated. To the residue, H2O (100 ml) and chloroform (100 ml) were added, followed by stirring for 1 hour. The chloroform layer was separated, washed with H2O, dried over anhydrous MgSO4 and evaporated to afford 15.0 g of 2,6-dinitrobenzyl alcohol as yellow crystals,... The reactants are O[C@H](CCCCN1C(=O)N(C=2N=C(N(C2C1=O)CC1=CC=CC=C1)CCl)C)C ((S)-1-(5-hydroxyhexyl)-7-benzyl-8-chloromethyl-3-methylxanthine), CN (methylamine). The solvent is CO (methanol). Conditions: time 2 hour. The product is O[C@H](CCCCN1C(=O)N(C=2N=C(N(C2C1=O)CC1=CC=CC=C1)CNC)C)C ((S)-1-(5-hydroxyhexyl)-7-benzyl-8-methylaminomethyl-3-methylxanthine). As a reaction SMILES: [OH:1][C@@H:2]([CH3:28])[CH2:3][CH2:4][CH2:5][CH2:6][N:7]1[C:16](=[O:17])[C:15]2[N:14]([CH2:18][C:19]3[CH:24]=[CH:23][CH:22]=[CH:21][CH:20]=3)[C:13]([CH2:25]Cl)=[N:12][C:11]=2[N:10]([CH3:27])[C:8]1=[O:9].[CH3:29][NH2:30]>CO>[OH:1][C@@H:2]([CH3:28])[CH2:3][CH2:4][CH2:5][CH2:6][N:7]1[C:16](=[O:17])[C:15]2[N:14]([CH2:18][C:19]3[CH:24]=[CH:23][CH:22]=[CH:21][CH:20]=3)[C:13]([CH2:25][NH:30][CH3:29])=[N:12][C:11]=2[N:10]([CH3:27])[C:8]1=[O:9]. Reported procedure: To a solution of (S)-1-(5-hydroxyhexyl)-7-benzyl-8-chloromethyl-3-methylxanthine (prepared as described for the synthesis of CT 30289) (2.3 g, 5.68 mmol) in methanol (50 ml) was added methylamine (40% in water, 50 ml). After stirring at room temperature for 2 hours, the solvent and excess reagent were evaporated under reduced pressure. A solution of triethylamine and ethanol (1:4) (100 ml) was added and then evaporated under reduced pressure to give (S)-1-(5-hydroxyhexyl)-7-benzyl-8-methylaminom...